Dataset: the Open Reaction Database (ORD), a public repository of structured organic reaction records. Task: describe an organic reaction: reactants, conditions, products, and yield Reactants: FC1=C(C=CC=C1)CC#N ((2-fluorophenyl)acetonitrile), Cl.ClCCN(C)CCCl (bis-(2-chloroethyl)methylamine hydrochloride), [OH-].[Na+] (NaOH). The reagents and catalysts are S(=O)(=O)(O)[O-].C(CCC)[N+](CCCC)(CCCC)CCCC (tetrabutylammonium hydrogensulfate). Run in C1CCOC1 (THF), O (water). The product is Cl.FC1=C(C=CC=C1)C1(CCN(CC1)C)C#N (4-(2-Fluorophenyl)-1-methylpiperidine-4-carbonitrile hydrochloride). RXN SMILES: [F:1][C:2]1[CH:7]=[CH:6][CH:5]=[CH:4][C:3]=1[CH2:8][C:9]#[N:10].Cl.[Cl:12][CH2:13][CH2:14][N:15]([CH2:17][CH2:18]Cl)[CH3:16].[OH-].[Na+]>C1COCC1.S([O-])(O)(=O)=O.C([N+](CCCC)(CCCC)CCCC)CCC.O>[ClH:12].[F:1][C:2]1[CH:7]=[CH:6][CH:5]=[CH:4][C:3]=1[C:8]1([C:9]#[N:10])[CH2:18][CH2:17][N:15]([CH3:16])[CH2:14][CH2:13]1 |f:1.2,3.4,6.7,9.10|. Reported procedure: To a solution of (2-fluorophenyl)acetonitrile (15 mmol) in THF (20 mL) are successively added bis-(2-chloroethyl)methylamine hydrochloride (16 mmol), tetrabutylammonium hydrogensulfate (1.5 mmol), and 40% aq. NaOH (20 mL), then the mixture is refluxed for 5.5 h. The reaction mixture is cooled at room temperature, diluted with water, then extracted with THF. The organic extracts are washed with water (×2) and brine, dried over Na2SO4, filtered, and concentrated in vacuo. The residue is dissolved ... Reactants: CCOc1cc(C(C)(C)C)ncc1C1=NC(C)(c2ccc(Cl)cc2)C(C)(c2ccc(Cl)cc2)N1C(=O)N1CCC(N)CC1, O=C=Nc1ccccc1. Yields the product CCOc1cc(C(C)(C)C)ncc1C1=NC(C)(c2ccc(Cl)cc2)C(C)(c2ccc(Cl)cc2)N1C(=O)N1CCC(NC(=O)Nc2ccccc2)CC1. Reaction SMILES: [NH2:1][CH:2]1[CH2:3][CH2:4][N:5]([C:8](=[O:9])[N:10]2[C:11]([c:31]3[cH:32][n:33][c:34]([C:40]([CH3:41])([CH3:42])[CH3:43])[cH:35][c:36]3[O:37][CH2:38][CH3:39])=[N:12][C:13]([CH3:23])([c:24]3[cH:25][cH:26][c:27]([Cl:30])[cH:28][cH:29]3)[C:14]2([CH3:15])[c:16]2[cH:17][cH:18][c:19]([Cl:22])[cH:20][cH:21]2)[CH2:6][CH2:7]1.[O:44]=[C:45]=[N:46][c:47]1[cH:48][cH:49][cH:50][cH:51][cH:52]1>>[NH:1]([CH:2]1[CH2:3][CH2:4][N:5]([C:8](=[O:9])[N:10]2[C:11]([c:31]3[cH:32][n:33][c:34]([C:40]([CH3:41])([CH3:42])[CH3:43])[cH:35][c:36]3[O:37][CH2:38][CH3:39])=[N:12][C:13]([CH3:23])([c:24]3[cH:25][cH:26][c:27]([Cl:30])[cH:28][cH:29]3)[C:14]2([CH3:15])[c:16]2[cH:17][cH:18][c:19]([Cl:22])[cH:20][cH:21]2)[CH2:6][CH2:7]1)[C:45](=[O:44])[NH:46][c:47]1[cH:48][cH:49][cH:50][cH:51][cH:52]1. Yield: 53.4%. Procedure details: 2 g of sodium borohydride were added in 20 minutes, at the ambient temperature, to 13 g of 1-(4-quinolyl)-3-(4-piperidyl)-1-propanone in 200 ml of methanol. After reacting for 2 hours at the ambient temperature, the reaction medium was acidified by addition of an aqueous solution of hydrochloric acid, the methanol removed by distillation under reduced pressure and the aqueous phase washed with ethyl acetate. The aqueous phase was made alkaline by addition of an aqueous solution of sodium hydroxi... As a reaction SMILES: [BH4-].[Na+].[N:3]1[C:12]2[C:7](=[CH:8][CH:9]=[CH:10][CH:11]=2)[C:6]([C:13](=[O:22])[CH2:14][CH2:15][CH:16]2[CH2:21][CH2:20][NH:19][CH2:18][CH2:17]2)=[CH:5][CH:4]=1.Cl>CO>[N:3]1[C:12]2[C:7](=[CH:8][CH:9]=[CH:10][CH:11]=2)[C:6]([CH:13]([OH:22])[CH2:14][CH2:15][CH:16]2[CH2:21][CH2:20][NH:19][CH2:18][CH2:17]2)=[CH:5][CH:4]=1 |f:0.1|. Conditions: time 2 hour. Yields the product N1=CC=C(C2=CC=CC=C12)C(CCC1CCNCC1)O (1-(4-QUINOLYL)-3-(4-PIPERIDYL)-1-PROPANOL). The reactants are [BH4-].[Na+] (sodium borohydride), N1=CC=C(C2=CC=CC=C12)C(CCC1CCNCC1)=O (1-(4-quinolyl)-3-(4-piperidyl)-1-propanone), Cl (hydrochloric acid). Solvent: CO (methanol). The reactants are O=Cc1cccc(OCCCCOCc2ccccc2)c1, CC#N. The product is N#CCC(O)c1cccc(OCCCCOCc2ccccc2)c1. As a reaction SMILES: [CH2:1]([c:2]1[cH:3][cH:4][cH:5][cH:6][cH:7]1)[O:8][CH2:9][CH2:10][CH2:11][CH2:12][O:13][c:14]1[cH:15][c:16]([CH:17]=[O:18])[cH:19][cH:20][cH:21]1.[CH3:22][C:23]#[N:24]>>[CH2:1]([c:2]1[cH:3][cH:4][cH:5][cH:6][cH:7]1)[O:8][CH2:9][CH2:10][CH2:11][CH2:12][O:13][c:14]1[cH:15][c:16]([CH:17]([OH:18])[CH2:22][C:23]#[N:24])[cH:19][cH:20][cH:21]1. The reactants are O=C1CCC(N2Cc3c(OCc4cccc(CBr)c4)cccc3C2=O)C(=O)N1, CCOCC, CCOC(C)=O, CCN(C(C)C)C(C)C, ClCCl, O=S(=O)(N1CCNCC1)C(F)(F)F. Yields the product O=C1CCC(N2Cc3c(OCc4cccc(CN5CCN(S(=O)(=O)C(F)(F)F)CC5)c4)cccc3C2=O)C(=O)N1. As a reaction SMILES: [Br:1][CH2:2][c:3]1[cH:4][c:5]([CH2:6][O:7][c:8]2[c:9]3[c:13]([cH:14][cH:15][cH:16]2)[C:12](=[O:17])[N:11]([CH:18]2[C:19](=[O:25])[NH:20][C:21](=[O:24])[CH2:22][CH2:23]2)[CH2:10]3)[cH:26][cH:27][cH:28]1.[CH3:51][CH2:52][O:53][CH2:54][CH3:55].[CH3:59][CH2:60][O:61][C:62]([CH3:63])=[O:64].[CH:42]([N:43]([CH2:44][CH3:45])[CH:46]([CH3:47])[CH3:48])([CH3:49])[CH3:50].[Cl:56][CH2:57][Cl:58].[F:29][C:30]([S:31](=[O:32])(=[O:33])[N:34]1[CH2:35][CH2:36][NH:37][CH2:38][CH2:39]1)([F:40])[F:41]>>[CH2:2]([c:3]1[cH:4][c:5]([CH2:6][O:7][c:8]2[c:9]3[c:13]([cH:14][cH:15][cH:16]2)[C:12](=[O:17])[N:11]([CH:18]2[C:19](=[O:25])[NH:20][C:21](=[O:24])[CH2:22][CH2:23]2)[CH2:10]3)[cH:26][cH:27][cH:28]1)[N:37]1[CH2:36][CH2:35][N:34]([S:31]([C:30]([F:29])([F:40])[F:41])(=[O:32])=[O:33])[CH2:39][CH2:38]1. The reactants are O.[OH-].[Li+] (lithium hydroxide hydrate), C1(=CC=C(C=C1)[C@]12SC/C=C/CCCC[C@@H](C(N([C@@H](C1)C(=O)OC)C2)=O)NC(=O)OC(C)(C)C)C2=CC=CC=C2 ((3S,12R,14S,E)-methyl 12-(biphenyl-4-yl)-3-(tert-butoxycarbonylamino)-2-oxo-11-thia-1-azabicyclo[10.2.1]pentadec-8-ene-14-carboxylate), O.[OH-].[Li+] (lithium hydroxide hydrate). The solvent is C1CCOC1 (THF), CO (MeOH), O (Water). Run at time 15 hour. Yields the product desired product, C1(=CC=C(C=C1)[C@]12SC/C=C/CCCC[C@@H](C(N([C@@H](C1)C(=O)O)C2)=O)NC(=O)OC(C)(C)C)C2=CC=CC=C2 ((3S,12R,14S,E)-12-(biphenyl-4-yl)-3-(tert-butoxycarbonylamino)-2-oxo-11-thia-1-azabicyclo[10.2.1]pentadec-8-ene-14-carboxylic acid). The yield is 74.2%. RXN SMILES: [C:1]1([C:35]2[CH:40]=[CH:39][CH:38]=[CH:37][CH:36]=2)[CH:6]=[CH:5][C:4]([C@@:7]23[CH2:25][N:18]([C@H:19]([C:21]([O:23]C)=[O:22])[CH2:20]2)[C:17](=[O:26])[C@@H:16]([NH:27][C:28]([O:30][C:31]([CH3:34])([CH3:33])[CH3:32])=[O:29])[CH2:15][CH2:14][CH2:13][CH2:12][CH:11]=[CH:10][CH2:9][S:8]3)=[CH:3][CH:2]=1.O.[OH-].[Li+]>C1COCC1.CO.O>[C:1]1([C:35]2[CH:36]=[CH:37][CH:38]=[CH:39][CH:40]=2)[CH:6]=[CH:5][C:4]([C@@:7]23[CH2:25][N:18]([C@H:19]([C:21]([OH:23])=[O:22])[CH2:20]2)[C:17](=[O:26])[C@@H:16]([NH:27][C:28]([O:30][C:31]([CH3:34])([CH3:32])[CH3:33])=[O:29])[CH2:15][CH2:14][CH2:13][CH2:12][CH:11]=[CH:10][CH2:9][S:8]3)=[CH:3][CH:2]=1 |f:1.2.3|. Procedure: To a solution of (3S,12R,14S,E)-methyl 12-(biphenyl-4-yl)-3-(tert-butoxycarbonylamino)-2-oxo-11-thia-1-azabicyclo[10.2.1]pentadec-8-ene-14-carboxylate (90 mg, 0.159 mmol) in THF (1 mL) and MeOH (1.000 mL) was added pre-made solution of lithium hydroxide hydrate (20.06 mg, 0.478 mmol) in Water (1 mL). The resulting cloudy solution was stirred at room for 15 h. LS/MS showed the reaction was only half way done. Another portion of lithium hydroxide hydrate (20.06 mg, 0.478 mmol) was added, and stirr... Starting materials: BrCCCCC (Bromopentane), ice water, N1C=CC2=CC(=CC=C12)C(=O)OC (Methyl indole-5-carboxylate), [H-].[Na+] (sodium hydride), resultant solution. Run in CN(C=O)C (N,N-dimethylformamide). Run at time 4 hour. The product is COC(=O)C=1C=C2C=CN(C2=CC1)CCCCC (1-Pentyl-1H-indole-5-carboxylic acid methyl ester). As a reaction SMILES: [NH:1]1[C:9]2[C:4](=[CH:5][C:6]([C:10]([O:12][CH3:13])=[O:11])=[CH:7][CH:8]=2)[CH:3]=[CH:2]1.[H-].[Na+].Br[CH2:17][CH2:18][CH2:19][CH2:20][CH3:21]>CN(C)C=O>[CH3:13][O:12][C:10]([C:6]1[CH:5]=[C:4]2[C:9](=[CH:8][CH:7]=1)[N:1]([CH2:17][CH2:18][CH2:19][CH2:20][CH3:21])[CH:2]=[CH:3]2)=[O:11] |f:1.2|. Reported procedure: Methyl indole-5-carboxylate (0.875 g, 5.0 mmol) was added to a suspension of sodium hydride (60% in oil, 0.22 g, 5.5 mmol) in N,N-dimethylformamide (15 mL) at 0° C. The resultant solution was stirred at room temperature for 30 min. Bromopentane (0.706 mL, 5.69 mmol) was added to the solution, and stirring was continued for 4 hours. The solution was poured into ice water (100 mL), and the product was extracted into dichloromethane. The organic solution was washed several times with water and drie...